Dataset: the Open Reaction Database (ORD), a public repository of structured organic reaction records. Task: describe an organic reaction: reactants, conditions, products, and yield The reactants are S(=O)(Cl)Cl (Thionyl chloride), N1=CC=CC=C1 (Pyridine), crude product, [Si](C)(C)(C(C)(C)C)O[C@H](C)[C@H]1C(N([C@@H]1[C@H](C(=O)C1=CN2C(S1)=C(N=C2)C(=O)C=2C=NC=CC2)C)C(O)C(=O)OCC2=CC=C(C=C2)[N+](=O)[O-])=O ((3S,4R)-3-[(1R)-1-(t-butyldimethylsilyloxy)ethyl]-4-{(1R)-1-methyl-2-[7-(pyridin-3-yl)carbonylimidazo[5,1-b]thiazol-2-yl]-2-oxoethyl}-1-[[(4-nitrobenzyloxy)carbonyl]hydroxymethyl]azetidin-2-one). Run in O1CCCC1 (tetrahydrofuran), C(C)(=O)OCC (ethyl acetate). Reaction conditions: temperature -20 celsius, time 1 hour. Product: [Si](C)(C)(C(C)(C)C)O[C@H](C)[C@H]1C(N([C@@H]1[C@H](C(=O)C1=CN2C(S1)=C(N=C2)C(=O)C=2C=NC=CC2)C)C(Cl)C(=O)OCC2=CC=C(C=C2)[N+](=O)[O-])=O ((3S,4R)-3-[(1R)-1-(t-butyldimethylsilyloxy)ethyl]-4-{(1R)-1-methyl-2-[7-(pyridin-3-yl)carbonylimidazo[5,1-b]thiazol-2-yl]-2-oxoethyl}-1-[[(4-nitrobenzyloxy)carbonyl]chloromethyl]azetidin-2-one). Reaction SMILES: N1C=CC=CC=1.[Si:7]([O:14][C@@H:15]([C@@H:17]1[C@@H:20]([C@@H:21]([CH3:40])[C:22]([C:24]2[S:28][C:27]3=[C:29]([C:32]([C:34]4[CH:35]=[N:36][CH:37]=[CH:38][CH:39]=4)=[O:33])[N:30]=[CH:31][N:26]3[CH:25]=2)=[O:23])[N:19]([CH:41]([C:43]([O:45][CH2:46][C:47]2[CH:52]=[CH:51][C:50]([N+:53]([O-:55])=[O:54])=[CH:49][CH:48]=2)=[O:44])O)[C:18]1=[O:56])[CH3:16])([C:10]([CH3:13])([CH3:12])[CH3:11])([CH3:9])[CH3:8].S(Cl)([Cl:59])=O>O1CCCC1.C(OCC)(=O)C>[Si:7]([O:14][C@@H:15]([C@@H:17]1[C@@H:20]([C@@H:21]([CH3:40])[C:22]([C:24]2[S:28][C:27]3=[C:29]([C:32]([C:34]4[CH:35]=[N:36][CH:37]=[CH:38][CH:39]=4)=[O:33])[N:30]=[CH:31][N:26]3[CH:25]=2)=[O:23])[N:19]([CH:41]([C:43]([O:45][CH2:46][C:47]2[CH:52]=[CH:51][C:50]([N+:53]([O-:55])=[O:54])=[CH:49][CH:48]=2)=[O:44])[Cl:59])[C:18]1=[O:56])[CH3:16])([C:10]([CH3:13])([CH3:12])[CH3:11])([CH3:9])[CH3:8]. Procedure: Pyridine (0.1 ml) was added to a solution of 0.23 g of the crude product of (3S,4R)-3-[(1R)-1-(t-butyldimethylsilyloxy)ethyl]-4-{(1R)-1-methyl-2-[7-(pyridin-3-yl)carbonylimidazo[5,1-b]thiazol-2-yl]-2-oxoethyl}-1-[[(4-nitrobenzyloxy)carbonyl]hydroxymethyl]azetidin-2-one in 2 ml of tetrahydrofuran under an argon atmosphere, and the mixture was cooled to −20° C. Thionyl chloride (0.09 ml) was added thereto, and the mixture was stirred at that temperature for one hr. The reaction mixture was diluted... Starting materials: O=C(O)C(O)C(Cc1ccccc1)NC(=O)C1CCC(=O)N1Cc1ccccc1, NOCC1CC1. The product is O=C(NOCC1CC1)C(O)C(Cc1ccccc1)NC(=O)C1CCC(=O)N1Cc1ccccc1. Reaction SMILES: [CH2:1]([c:2]1[cH:3][cH:4][cH:5][cH:6][cH:7]1)[N:8]1[CH:9]([C:14](=[O:15])[NH:16][CH:17]([CH:18]([C:19](=[O:20])[OH:21])[OH:22])[CH2:23][c:24]2[cH:25][cH:26][cH:27][cH:28][cH:29]2)[CH2:10][CH2:11][C:12]1=[O:13].[CH:30]1([CH2:33][O:34][NH2:35])[CH2:31][CH2:32]1>>[CH2:1]([c:2]1[cH:3][cH:4][cH:5][cH:6][cH:7]1)[N:8]1[CH:9]([C:14](=[O:15])[NH:16][CH:17]([CH:18]([C:19](=[O:20])[NH:35][O:34][CH2:33][CH:30]2[CH2:31][CH2:32]2)[OH:22])[CH2:23][c:24]2[cH:25][cH:26][cH:27][cH:28][cH:29]2)[CH2:10][CH2:11][C:12]1=[O:13].